The task is: describe an organic reaction: reactants, conditions, products, and yield. This data is from the Open Reaction Database (ORD), a public repository of structured organic reaction records. Reactants: O=C1CN(c2ncc(-c3cccc(Br)n3)s2)CCN1, CN(C)C=O, CI, [H-], [Na+], C1CCOC1, O. Product: CN1CCN(c2ncc(-c3cccc(Br)n3)s2)CC1=O. Reaction SMILES: [Br:1][c:2]1[cH:3][cH:4][cH:5][c:6](-[c:8]2[cH:9][n:10][c:11]([N:13]3[CH2:14][C:15](=[O:19])[NH:16][CH2:17][CH2:18]3)[s:12]2)[n:7]1.[CH3:20][N:21]([CH3:22])[CH:23]=[O:24].[CH3:27][I:28].[H-:25].[Na+:26].[O:29]1[CH2:30][CH2:31][CH2:32][CH2:33]1.[OH2:34]>>[Br:1][c:2]1[cH:3][cH:4][cH:5][c:6](-[c:8]2[cH:9][n:10][c:11]([N:13]3[CH2:14][C:15](=[O:19])[N:16]([CH3:20])[CH2:17][CH2:18]3)[s:12]2)[n:7]1.